This data is from the Open Reaction Database (ORD), a public repository of structured organic reaction records. The task is: describe an organic reaction: reactants, conditions, products, and yield Reagents/catalysts: O.C1(=CC=C(C=C1)S(=O)(=O)O)C (p-toluenesulfonic acid monohydrate). Product: C(#N)C1=CC=C2C(C(NC2=C1)=O)=CC1=CC(=C(C(=C1)Br)O)Br (6-cyano-3-(3,5-dibromo-4-hydroxy-benzylidene)-1,3-dihydro-indol-2-one). Yield: 65.7%. Run at time 1.5 hour. Reactants: C(#N)C1=CC=C2CC(NC2=C1)=O (6-cyano-1,3-dihydro-indol-2-one), BrC=1C=C(C=O)C=C(C1O)Br (3,5-dibromo-4-hydroxybenzaldehyde), C1(=CC=CC=C1)C (toluene). The solvent is O (water). RXN SMILES: [C:1]([C:3]1[CH:11]=[C:10]2[C:6]([CH2:7][C:8](=[O:12])[NH:9]2)=[CH:5][CH:4]=1)#[N:2].[Br:13][C:14]1[CH:15]=[C:16]([CH:19]=[C:20]([Br:23])[C:21]=1[OH:22])[CH:17]=O.C1(C)C=CC=CC=1>O.C1(C)C=CC(S(O)(=O)=O)=CC=1.O>[C:1]([C:3]1[CH:11]=[C:10]2[C:6]([C:7](=[CH:17][C:16]3[CH:15]=[C:14]([Br:13])[C:21]([OH:22])=[C:20]([Br:23])[CH:19]=3)[C:8](=[O:12])[NH:9]2)=[CH:5][CH:4]=1)#[N:2] |f:3.4|. Procedure: 6-cyano-1,3-dihydro-indol-2-one (46.3 mg, 0.29 mmol) and 3,5-dibromo-4-hydroxybenzaldehyde (80 mg, 0.39 mmol) and p-toluenesulfonic acid monohydrate (1 mg, 0.005 mmol) were treated with toluene (30 mL) and the reaction refluxed with stirring with a Dean-Stark water trap attached for 1.5 h. During this time an orange solid deposited, which, on cooling, was filtered off, washed with toluene and dried in vacuo at 125° C. for 3 days to give 80 mg of 6-cyano-3-(3,5-dibromo-4-hydroxy-benzylidene)-1,3-... Reactants: COc1ccc(CNc2c(-c3ccccc3)c(C)c(C#N)c3nc(C(=O)N(C)C)oc23)cc1, O=C(O)C(F)(F)F. Yields the product Cc1c(-c2ccccc2)c(N)c2oc(C(=O)N(C)C)nc2c1C#N. RXN SMILES: [C:1](#[N:2])[c:3]1[c:4]([CH3:33])[c:5](-[c:27]2[cH:28][cH:29][cH:30][cH:31][cH:32]2)[c:6]([NH:17][CH2:18][c:19]2[cH:20][cH:21][c:22]([O:23][CH3:24])[cH:25][cH:26]2)[c:7]2[c:8]1[n:9][c:10]([C:12](=[O:13])[N:14]([CH3:15])[CH3:16])[o:11]2.[OH:34][C:35]([C:36]([F:37])([F:38])[F:39])=[O:40]>>[C:1](#[N:2])[c:3]1[c:4]([CH3:33])[c:5](-[c:27]2[cH:28][cH:29][cH:30][cH:31][cH:32]2)[c:6]([NH2:17])[c:7]2[c:8]1[n:9][c:10]([C:12](=[O:13])[N:14]([CH3:15])[CH3:16])[o:11]2. The reactants are NC(CCCCC(=O)OC)C1=C(C=CC=C1OC)OC (methyl 6-amino-6-(2,6-dimethoxyphenyl)hexanoate), N=1N(N=CC1)C=1C=C(C=O)C=CC1 (3-(2H-1,2,3-triazol-2-yl)benzaldehyde). Yields the product N=1N(N=CC1)C=1C=C(CN2C(CCCCC2C2=C(C=CC=C2OC)OC)=O)C=CC1 (1-(3-(2H-1,2,3-triazol-2-yl)benzyl)-7-(2,6-dimethoxyphenyl)azepan-2-one). Reaction SMILES: [NH2:1][CH:2]([C:11]1[C:16]([O:17][CH3:18])=[CH:15][CH:14]=[CH:13][C:12]=1[O:19][CH3:20])[CH2:3][CH2:4][CH2:5][CH2:6][C:7]([O:9]C)=O.[N:21]1[N:22]([C:26]2[CH:27]=[C:28]([CH:31]=[CH:32][CH:33]=2)[CH:29]=O)[N:23]=[CH:24][CH:25]=1>>[N:21]1[N:22]([C:26]2[CH:27]=[C:28]([CH:31]=[CH:32][CH:33]=2)[CH2:29][N:1]2[CH:2]([C:11]3[C:16]([O:17][CH3:18])=[CH:15][CH:14]=[CH:13][C:12]=3[O:19][CH3:20])[CH2:3][CH2:4][CH2:5][CH2:6][C:7]2=[O:9])[N:23]=[CH:24][CH:25]=1. Procedure details: Prepared according to the described general procedure 1 (GP1) by reaction of methyl 6-amino-6-(2,6-dimethoxyphenyl)hexanoate with 3-(2H-1,2,3-triazol-2-yl)benzaldehyde. Subsequent purification by preparative HPLC afforded the target compound. LC-MS (conditions A): tR=0.88 min.; [M+H]+: 407.09 g/mol. Reactants: Cl.N(C1=CC=CC=C1)C1=CC(=NC2=CC=C3C(=C12)NC=N3)C (9-Anilino-7-methyl-1H-imidazo[4,5-f]quinoline Hydrochloride), C(C)N(C1=CC=C(C=C1)N)CC (N,N-diethyl-p-phenylenediamine). Solvent: C(C)O (ethanol). The product is Cl.C(C)N(C1=CC=C(NC2=CC(=NC3=CC=C4C(=C23)NC=N4)C)C=C1)CC (9-(p-Diethylamino-anilino)-7-methyl-1H-imidazo[4,5-f]quinoline Hydrochloride). As a reaction SMILES: [ClH:1].[NH:2]([C:9]1[C:18]2[C:13](=[CH:14][CH:15]=[C:16]3[N:21]=[CH:20][NH:19][C:17]3=2)[N:12]=[C:11]([CH3:22])[CH:10]=1)[C:3]1[CH:8]=[CH:7][CH:6]=[CH:5][CH:4]=1.[CH2:23]([N:25](CC)[C:26]1C=CC(N)=C[CH:27]=1)[CH3:24]>C(O)C>[ClH:1].[CH2:23]([N:25]([CH2:26][CH3:27])[C:6]1[CH:7]=[CH:8][C:3]([NH:2][C:9]2[C:18]3[C:13](=[CH:14][CH:15]=[C:16]4[N:21]=[CH:20][NH:19][C:17]4=3)[N:12]=[C:11]([CH3:22])[CH:10]=2)=[CH:4][CH:5]=1)[CH3:24] |f:0.1,4.5|. Reported procedure: A mixture of 26.4 g. (0.122 m.) of the compound of Example I, C. 20 g. (0.122 m.) of N,N-diethyl-p-phenylenediamine and 200 ml. of ethanol was stirred and heated at reflux overnight. The solution was concentrated in vacuo to give 43 g. m.p. 293°-295°. The crude product was recrystallized from 500 ml. of MeOH and precipitated with the addition of 500 ml. of ether. The yield after oven-drying (100°) was 33 g. m.p. 297°-299°. Reactants: N#Cc1ccc2c(c1)c(Br)nn2C1CCCCO1, CCO, [Na+], [OH-], OO. The product is NC(=O)c1ccc2c(c1)c(Br)nn2C1CCCCO1. Reaction SMILES: [Br:1][c:2]1[n:3][n:4]([CH:13]2[O:14][CH2:15][CH2:16][CH2:17][CH2:18]2)[c:5]2[cH:6][cH:7][c:8]([C:11]#[N:12])[cH:9][c:10]12.[CH3:23][CH2:24][OH:25].[Na+:22].[OH-:21].[OH:19][OH:20]>>[Br:1][c:2]1[n:3][n:4]([CH:13]2[O:14][CH2:15][CH2:16][CH2:17][CH2:18]2)[c:5]2[cH:6][cH:7][c:8]([C:11]([NH2:12])=[O:19])[cH:9][c:10]12. Reactants: CCCCP(CCCC)CCCC, CC1(C)CCC(C)(C)c2cc(O)ccc21, Cc1nccn1-c1nc(-c2ccc(Cl)cc2)c(CCCO)o1, O=C(N=NC(=O)N1CCCCC1)N1CCCCC1, C1CCOC1. The product is Cc1nccn1-c1nc(-c2ccc(Cl)cc2)c(CCCOc2ccc3c(c2)C(C)(C)CCC3(C)C)o1. RXN SMILES: [CH2:38]([P:39]([CH2:40][CH2:41][CH2:42][CH3:43])[CH2:44][CH2:45][CH2:46][CH3:47])[CH2:48][CH2:49][CH3:50].[CH3:23][C:24]1([CH3:37])[c:25]2[cH:26][cH:27][c:28]([OH:36])[cH:29][c:30]2[C:31]([CH3:34])([CH3:35])[CH2:32][CH2:33]1.[Cl:1][c:2]1[cH:3][cH:4][c:5](-[c:8]2[n:9][c:10](-[n:17]3[c:18]([CH3:22])[n:19][cH:20][cH:21]3)[o:11][c:12]2[CH2:13][CH2:14][CH2:15][OH:16])[cH:6][cH:7]1.[N:51]([C:52]([N:53]1[CH2:54][CH2:55][CH2:56][CH2:57][CH2:58]1)=[O:59])=[N:60][C:61]([N:62]1[CH2:63][CH2:64][CH2:65][CH2:66][CH2:67]1)=[O:68].[O:69]1[CH2:70][CH2:71][CH2:72][CH2:73]1>>[Cl:1][c:2]1[cH:3][cH:4][c:5](-[c:8]2[n:9][c:10](-[n:17]3[c:18]([CH3:22])[n:19][cH:20][cH:21]3)[o:11][c:12]2[CH2:13][CH2:14][CH2:15][O:16][c:28]2[cH:27][cH:26][c:25]3[c:30]([cH:29]2)[C:31]([CH3:34])([CH3:35])[CH2:32][CH2:33][C:24]3([CH3:23])[CH3:37])[cH:6][cH:7]1. Reactants: [Na] (Sodium), N1=CC(=CC=C1)CN(C(=O)CC(=O)OCC)CCC(=O)OC (ethyl [N-(3-pyridylmethyl)-N-(methoxycarbonylethyl)carbamoyl]acetate). Solvent: CO (methanol), C1=CC=CC=C1 (benzene). Run at time 2 hour. Yields the product N1=CC(=CC=C1)CN1C(C(C(CC1)=O)C(=O)OC)=O (methyl 1-(3-pyridylmethyl)-2,4-dioxopiperidine-3-carboxylate). Yield: 99.9%. RXN SMILES: [Na].[N:2]1[CH:7]=[CH:6][CH:5]=[C:4]([CH2:8][N:9]([CH2:18][CH2:19][C:20]([O:22]C)=O)[C:10]([CH2:12][C:13]([O:15][CH2:16]C)=[O:14])=[O:11])[CH:3]=1>CO.C1C=CC=CC=1>[N:2]1[CH:7]=[CH:6][CH:5]=[C:4]([CH2:8][N:9]2[CH2:18][CH2:19][C:20](=[O:22])[CH:12]([C:13]([O:15][CH3:16])=[O:14])[C:10]2=[O:11])[CH:3]=1 |^1:0|. Procedure: Sodium (0.77 g) is dissolved in methanol (30 ml), and thereto is added dropwise a solution of ethyl [N-(3-pyridylmethyl)-N-(methoxycarbonylethyl)carbamoyl]acetate (10.0 g) in benzene (170 ml) at 3°-8° C. The mixture is stirred at the same meperature for 2 hours. The mixture is distilled to remove the solvent, and the residue is dissolved in water. The aqueous solution is extracted with benzene, and the aqueous layer is neutralized with 10% HCl, and extracted with chloroform. The extract is dried... The reactants are ( 2 ), C(CCCCCCCCCCC)C(=O)OC1=CC=C(C(=O)OCC2=CC=CC=C2)C=C1 (benzyl 4-n-dodecylcarbonyloxybenzoate). Reagents/catalysts: [Pd] (palladium/carbon). The solvent is C(C)(=O)OCC (ethyl acetate). Conditions: time 6 hour. Yields the product C(CCCCCCCCCCC)C(=O)OC1=CC=C(C(=O)O)C=C1 (4-n-dodecylcarbonyloxybenzoic acid). Isolated yield 87.0%. Reaction SMILES: [CH2:1]([C:13]([O:15][C:16]1[CH:31]=[CH:30][C:19]([C:20]([O:22]CC2C=CC=CC=2)=[O:21])=[CH:18][CH:17]=1)=[O:14])[CH2:2][CH2:3][CH2:4][CH2:5][CH2:6][CH2:7][CH2:8][CH2:9][CH2:10][CH2:11][CH3:12]>[Pd].C(OCC)(=O)C>[CH2:1]([C:13]([O:15][C:16]1[CH:31]=[CH:30][C:19]([C:20]([OH:22])=[O:21])=[CH:18][CH:17]=1)=[O:14])[CH2:2][CH2:3][CH2:4][CH2:5][CH2:6][CH2:7][CH2:8][CH2:9][CH2:10][CH2:11][CH3:12]. Reported procedure: {circle around (2)}: A mixture comprising 3.5 g of benzyl 4-n-dodecylcarbonyloxybenzoate, 0.4 g of palladium/carbon and 20 g of ethyl acetate was stirred for 6 hours under hydrogen atmosphere. Then, palladium/carbon was filtered off, and ethyl acetate was distilled off from the filtrate. The resultant residue was recrystallized from toluene, whereby 2.40 g of 4-n-dodecylcarbonyloxybenzoic acid was obtained in the form of a colorless crystal. Starting materials: O (H2O), OC1=CC=C(C=O)C=C1 (4-hydroxybenzaldehyde), C(OC)Cl (MOMCl), [H-].[Na+] (NaH). The solvent is CN(C)C=O (DMF). Reaction conditions: time 10 minute. Product: COCOC1=CC=C(C=O)C=C1 (4-(methoxymethoxy)benzaldehyde). Reaction SMILES: [OH:1][C:2]1[CH:9]=[CH:8][C:5]([CH:6]=[O:7])=[CH:4][CH:3]=1.[H-].[Na+].[CH2:12](Cl)[O:13][CH3:14].O>CN(C=O)C>[CH3:12][O:13][CH2:14][O:1][C:2]1[CH:9]=[CH:8][C:5]([CH:6]=[O:7])=[CH:4][CH:3]=1 |f:1.2|. Procedure details: 4-hydroxybenzaldehyde (1.22 g, 10 mmol) was dissolved in 100 ml dried DMF and stirred at room temperature. NaH (0.8 g) was added in to the reaction. After 10 min, MOMCl (1.5 ml) was added into the reaction by drop. Then the result solution was stirred at room temperature, and monitored by TLC. When the reaction was completed, 500 ml H2O was added. The resulting solution was extracted by ethyl acetate, and the organic layers were combined, dried by Na2SO4, concentrated by reduce pressure. The res...